describe an organic reaction: reactants, conditions, products, and yield From a dataset of the Open Reaction Database (ORD), a public repository of structured organic reaction records. Starting materials: N[C@@H](CS(=O)(O)=O)C(=O)O (L-cysteic acid), Cl (hydrochloric acid), chlorine potassium iodide starch, ester, Peptide, C(CCC)O.C(C)(=O)OCC.C(C)(=O)O.O (n-butanol ethyl acetate acetic acid water), N[C@@H](CS(=O)(O)=O)C(=O)O (cysteic acid). Solvent: O1CCOCC1 (dioxane), CO (methanol). Run at time 96 hour. Yields the product COC([C@@H](N)CS(=O)(O)=O)=O (L-cysteic Acid Methyl Ester). As a reaction SMILES: [NH2:1][C@H:2]([C:8]([OH:10])=[O:9])[CH2:3][S:4](=[O:7])([OH:6])=[O:5].Cl.[CH2:12](O)CCC.C(OCC)(=O)C.C(O)(=O)C.O>O1CCOCC1.CO>[CH3:12][O:9][C:8](=[O:10])[C@H:2]([CH2:3][S:4](=[O:6])([OH:7])=[O:5])[NH2:1] |f:2.3.4.5|. Procedure details: A mixture of 1 g of L-cysteic acid, 8 ml of 4 N hydrochloric acid in dioxane and 30 ml dry methanol was placed in a bottle. The bottle was capped and stored for approximately 96 hours at room temperature. Thin layer chromatography of the clear solution [Analtech silica gel plates, n-butanol:ethyl acetate:acetic acid:water (1:1:1:1), chlorine/potassium iodide-starch reagent (Stewart J. M. and Young J. D. in Solid Phase Peptide Synthesis, Pierce Chemical Company, PP.120 (1984)] indicated greater t... Starting materials: C(C)(C)(C)OC(=O)NCCC1=CC=C(C=C1)[N+](=O)[O-] ((tert-butoxy)-N-[2-(4-nitrophenyl)ethyl]carboxamide), [NH4+].[Cl-] (NH4Cl). The reagents and catalysts are [Fe] (iron). The solvent is CCO (EtOH), O (H2O). Run at temperature 80 celsius, time 4 hour. Yields the product NC1=CC=C(C=C1)CCNC(=O)OC(C)(C)C (N-[2-(4-aminophenyl)ethyl](tert-butoxy)carboxamide). RXN SMILES: [C:1]([O:5][C:6]([NH:8][CH2:9][CH2:10][C:11]1[CH:16]=[CH:15][C:14]([N+:17]([O-])=O)=[CH:13][CH:12]=1)=[O:7])([CH3:4])([CH3:3])[CH3:2].[NH4+].[Cl-]>CCO.O.[Fe]>[NH2:17][C:14]1[CH:13]=[CH:12][C:11]([CH2:10][CH2:9][NH:8][C:6]([O:5][C:1]([CH3:4])([CH3:3])[CH3:2])=[O:7])=[CH:16][CH:15]=1 |f:1.2|. Procedure: A mixture of (tert-butoxy)-N-[2-(4-nitrophenyl)ethyl]-carboxamide (570 mg, 2.15 mmol, Step A), iron powder (602 mg, 10.75 mmol) and NH4Cl (82 mg, 1.5 mmol) in EtOH (6 mL) and H2O (6 ml) was stirred for 4 h at 80° C. Filtration and concentration gave the crude compound, which was used in next step without further purification. Starting materials: N[C@H]1[C@@H](C2=CC=C(C(=C2CC1)C(=O)OC)OCC1=CC=CC=C1)O (trans-2-amino-6-benzyloxy-1hydroxy-5-methoxycarbonyl-1,2,3,4-tetrahydronaphthalene), CC(=O)C (acetone). Solvent: C1=CC=CC=C1 (benzene). The product is C(C1=CC=CC=C1)OC=1C(=C2CC[C@H]([C@@H](C2=CC1)O)NC(C)C)C(=O)OC (trans-6-benzyloxy-2isopropylamino-1-hydroxy-5-methoxycarbonyl-1,2,3,4-tetrahydronaphthalene). Reaction SMILES: [NH2:1][C@@H:2]1[CH2:11][CH2:10][C:9]2[C:4](=[CH:5][CH:6]=[C:7]([O:16][CH2:17][C:18]3[CH:23]=[CH:22][CH:21]=[CH:20][CH:19]=3)[C:8]=2[C:12]([O:14][CH3:15])=[O:13])[C@H:3]1[OH:24].[CH3:25][C:26]([CH3:28])=O>C1C=CC=CC=1>[CH2:17]([O:16][C:7]1[C:8]([C:12]([O:14][CH3:15])=[O:13])=[C:9]2[C:4](=[CH:5][CH:6]=1)[C@@H:3]([OH:24])[C@H:2]([NH:1][CH:26]([CH3:28])[CH3:25])[CH2:11][CH2:10]2)[C:18]1[CH:23]=[CH:22][CH:21]=[CH:20][CH:19]=1. Procedure: 500 mg. of trans-2-amino-6-benzyloxy-1hydroxy-5-methoxycarbonyl-1,2,3,4-tetrahydronaphthalene is dissolved in a mixture of 3 ml. of acetone and 10 ml. of anhydrous benzene and the solution is heated on reflux for 5 hours. The reaction mixture is concentrated under reduced pressure and 10 ml. of ethanol is added to the residue. After the addition of 100 mg. of sodium borohydride with stirring, the mixture is stirred at room temperature for 5 hours. The reaction mixture is concentrated under reduc...